From a dataset of the Open Reaction Database (ORD), a public repository of structured organic reaction records. describe an organic reaction: reactants, conditions, products, and yield Procedure details: To a magnetically stirred solution of (8) (59 g, 0.44 mol) in methylene chloride (880 mL) in a 3-L, two-neck, round-bottom flask at 0° C. under a nitrogen atmosphere was added 1,1-carbonyldiimidazole (87 g, 0.54 mol, 1.2 equivalents) in portions. The yellow solution was gradually warmed to room temperature and stirred under a nitrogen atmosphere overnight. To the reaction was added imidazole (60 g, 0.88 mol, 2 equivalents), 4-dimethylaminopyridine (1.6 g, 0.01 mol, 0.03 equivalents), and N,O-dim... The product is CON(C([C@](C(C)C)(O)C)=O)C ((2S)-(+)-N-methoxy-N-methyl-2,3-dimethyl-2-hydroxybutyramide). Reagents/catalysts: CN(C1=CC=NC=C1)C (4-dimethylaminopyridine). Starting materials: C[C@@](C(=O)O)(C(C)C)O ((S)-(+)-2,3-dimethyl-2-hydroxybutyric acid), 3-L, 1,1-carbonyldiimidazole, N1C=NC=C1 (imidazole), Cl.CNOC (N,O-dimethylhydroxylamine hydrochloride). Reaction conditions: time 8 hour. RXN SMILES: [CH3:1][C@:2]([OH:9])([CH:6]([CH3:8])[CH3:7])[C:3](O)=[O:4].N1C=CN=C1.Cl.[CH3:16][NH:17][O:18][CH3:19]>C(Cl)Cl.CN(C)C1C=CN=CC=1>[CH3:19][O:18][N:17]([CH3:16])[C:3](=[O:4])[C@@:2]([CH3:1])([OH:9])[CH:6]([CH3:8])[CH3:7] |f:2.3|. Isolated yield 94.7%. The solvent is C(Cl)Cl (methylene chloride). Starting materials: CCN=C=NCCCN(C)C.Cl (EDCl), ClC1=C2C=C(N(C2=CC=C1C#N)CC(=O)O)C(F)F ([4-chloro-5-cyano-2-(difluoromethyl)-1H-indol-1-yl]acetic acid), ONC(=N)C1=NC=CC=C1 (N-hydroxy-2-pyridinecarboximidamide). Solvent: ClCCCl (DCE). Reaction conditions: time 5 minute. Yields the product ClC1=C2C=C(N(C2=CC=C1C#N)CC1=NC(=NO1)C1=NC=CC=C1)C(F)F (4-Chloro-2-(difluoromethyl)-1-{[3-(2-pyridinyl)-1,2,4-oxadiazol-5-yl]methyl}-1H-indole-5-carbonitrile). Isolated yield 59.3%. Reaction SMILES: [Cl:1][C:2]1[C:10]([C:11]#[N:12])=[CH:9][CH:8]=[C:7]2[C:3]=1[CH:4]=[C:5]([CH:17]([F:19])[F:18])[N:6]2[CH2:13][C:14]([OH:16])=O.CCN=C=NCCCN(C)C.Cl.O[NH:33][C:34]([C:36]1[CH:41]=[CH:40][CH:39]=[CH:38][N:37]=1)=[NH:35]>ClCCCl>[Cl:1][C:2]1[C:10]([C:11]#[N:12])=[CH:9][CH:8]=[C:7]2[C:3]=1[CH:4]=[C:5]([CH:17]([F:19])[F:18])[N:6]2[CH2:13][C:14]1[O:16][N:35]=[C:34]([C:36]2[CH:41]=[CH:40][CH:39]=[CH:38][N:37]=2)[N:33]=1 |f:1.2|. Reported procedure: To a suspension of [4-chloro-5-cyano-2-(difluoromethyl)-1H-indol-1-yl]acetic acid (0.020 g, 0.070 mmol) in DCE (2 mL), under N2 was added EDCl (0.015 g, 0.077 mmol) and the resulting mixture was stirred at rt. After 5 min, N-hydroxy-2-pyridinecarboximidamide (0.011 g, 0.077 mmol) was added. After stirring at rt for 30 min, the mixture was heated in a microwave at 150° C. for 20 min. Upon cooling, the mixture was partitioned between EtOAc and 0.1N HCl. The organic phase was washed with sat'd NaHC... Starting materials: [OH-].[Na+] (sodium hydroxide), C1(CC1)NC(=O)NNC1=NC=CC=C1I (N-cyclopropyl-2-(3-iodopyridin-2-yl)hydrazinecarboxamide), P(=O)(Cl)(Cl)Cl (phosphorous oxychloride), ice water. Run at temperature 75 celsius, time 8 hour. Product: C1(CC1)NC1=NN=C2N1C=CC=C2I (N-Cyclopropyl-8-iodo[1,2,4]triazolo[4,3-a]pyridin-3-amine). Isolated yield 92.6%. Reaction SMILES: [CH:1]1([NH:4][C:5]([NH:7][NH:8][C:9]2[C:14]([I:15])=[CH:13][CH:12]=[CH:11][N:10]=2)=O)[CH2:3][CH2:2]1.P(Cl)(Cl)(Cl)=O.[OH-].[Na+]>>[CH:1]1([NH:4][C:5]2[N:10]3[CH:11]=[CH:12][CH:13]=[C:14]([I:15])[C:9]3=[N:8][N:7]=2)[CH2:3][CH2:2]1 |f:2.3|. Reported procedure: A mixture of N-cyclopropyl-2-(3-iodopyridin-2-yl)hydrazinecarboxamide (preparation 26c, 0.56 g, 1.8 mmol) and phosphorous oxychloride (7 mL) was stirred at 75° C. overnight. The reaction mixture was cooled to ambient temperature, added slowly to an ice-water mixture and then was basified to pH 8 with aqueous sodium hydroxide solution. The aqueous solution was extracted with ethyl acetate and the organic layer was washed with brine, dried (MgSO4) and the solvent evaporated in vacuo to yield the t... As a reaction SMILES: [Br:9][c:10]1[cH:11][cH:12][c:13]([NH2:14])[cH:15][cH:16]1.[CH2:17]1[S:18](=[O:19])(=[O:20])[CH2:21][CH2:22][CH2:23]1.[Cl:1][c:2]1[n:3][cH:4][n:5][c:6]([Cl:8])[cH:7]1>>[c:2]1([NH:14][c:13]2[cH:12][cH:11][c:10]([Br:9])[cH:16][cH:15]2)[n:3][cH:4][n:5][c:6]([Cl:8])[cH:7]1. Yields the product Clc1cc(Nc2ccc(Br)cc2)ncn1. The reactants are Nc1ccc(Br)cc1, O=S1(=O)CCCC1, Clc1cc(Cl)ncn1.